From a dataset of the Open Reaction Database (ORD), a public repository of structured organic reaction records. describe an organic reaction: reactants, conditions, products, and yield The reactants are CC(=O)Nc1ccncc1, ClC(Cl)Cl, O=C(CCl)Nc1ccccc1Nc1ccccc1. Yields the product CC(=O)Nc1cc[n+](CC(=O)Nc2ccccc2Nc2ccccc2)cc1, [Cl-]. RXN SMILES: [C:19]([CH3:20])(=[O:21])[NH:22][c:23]1[cH:24][cH:25][n:26][cH:27][cH:28]1.[CH:29]([Cl:30])([Cl:31])[Cl:32].[Cl:1][CH2:2][C:3](=[O:4])[NH:5][c:6]1[c:7]([NH:12][c:13]2[cH:14][cH:15][cH:16][cH:17][cH:18]2)[cH:8][cH:9][cH:10][cH:11]1>>[CH2:2]([C:3](=[O:4])[NH:5][c:6]1[c:7]([NH:12][c:13]2[cH:14][cH:15][cH:16][cH:17][cH:18]2)[cH:8][cH:9][cH:10][cH:11]1)[n+:26]1[cH:25][cH:24][c:23]([NH:22][C:19]([CH3:20])=[O:21])[cH:28][cH:27]1.[Cl-:1].